Dataset: the Open Reaction Database (ORD), a public repository of structured organic reaction records. Task: describe an organic reaction: reactants, conditions, products, and yield The reactants are B, CCN(CC)c1ccccc1, CO, CC(C)c1cc2c(c(-c3ccc(F)cc3)c1C(F)c1ccc(C(F)(F)F)cc1)C(=O)CC1(CCC1)O2, NC1c2ccccc2CC1O, C1CCOC1. Yields the product CC(C)c1cc2c(c(-c3ccc(F)cc3)c1C(F)c1ccc(C(F)(F)F)cc1)C(O)CC1(CCC1)O2. RXN SMILES: [BH3:28].[CH2:17]([N:18]([CH2:19][CH3:20])[c:21]1[cH:22][cH:23][cH:24][cH:25][cH:26]1)[CH3:27].[CH3:65][OH:66].[F:29][c:30]1[cH:31][cH:32][c:33](-[c:36]2[c:37]3[c:42]([cH:43][c:44]([CH:58]([CH3:59])[CH3:60])[c:45]2[CH:46]([c:47]2[cH:48][cH:49][c:50]([C:53]([F:54])([F:55])[F:56])[cH:51][cH:52]2)[F:57])[O:41][C:40]2([CH2:39][C:38]3=[O:64])[CH2:61][CH2:62][CH2:63]2)[cH:34][cH:35]1.[NH2:1][CH:2]1[c:3]2[c:4]([cH:5][cH:6][cH:7][cH:8]2)[CH2:9][CH:10]1[OH:11].[O:12]1[CH2:13][CH2:14][CH2:15][CH2:16]1>>[F:29][c:30]1[cH:31][cH:32][c:33](-[c:36]2[c:37]3[c:42]([cH:43][c:44]([CH:58]([CH3:59])[CH3:60])[c:45]2[CH:46]([c:47]2[cH:48][cH:49][c:50]([C:53]([F:54])([F:55])[F:56])[cH:51][cH:52]2)[F:57])[O:41][C:40]2([CH2:39][CH:38]3[OH:64])[CH2:61][CH2:62][CH2:63]2)[cH:34][cH:35]1. The reactants are ClC1=C(OC2=C(C=NC=C2)C(=O)N2CCCC3=CC=CC=C23)C=C(C=C1)Cl ([4-(2,5-Dichloro-phenoxy)-pyridin-3-yl]-(3,4-dihydro-2H-quinolin-1-yl)-methanone), FC(C=1C=C(N)C=C(C1)C(F)(F)F)(F)F (3,5-bis(trifluoromethyl)aniline). Run in CCCCCCC.C(C)(=O)OCC (n-heptane ethyl acetate). Product: FC(C=1C=C(C=C(C1)C(F)(F)F)NC(C1=CN=CC=C1OC1=C(C=CC(=C1)Cl)Cl)=O)(F)F (N-(3,5-Bis-trifluoromethyl-phenyl)-4-(2,5-dichloro-phenoxy)-nicotinamide). Reaction SMILES: [Cl:1][C:2]1[CH:26]=[CH:25][C:24]([Cl:27])=[CH:23][C:3]=1[O:4][C:5]1[CH:10]=[CH:9][N:8]=[CH:7][C:6]=1[C:11](N1C2C(=CC=CC=2)CCC1)=[O:12].[F:28][C:29]([F:42])([F:41])[C:30]1[CH:31]=[C:32]([CH:34]=[C:35]([C:37]([F:40])([F:39])[F:38])[CH:36]=1)[NH2:33]>CCCCCCC.C(OCC)(=O)C>[F:28][C:29]([F:41])([F:42])[C:30]1[CH:31]=[C:32]([NH:33][C:11](=[O:12])[C:6]2[C:5]([O:4][C:3]3[CH:23]=[C:24]([Cl:27])[CH:25]=[CH:26][C:2]=3[Cl:1])=[CH:10][CH:9]=[N:8][CH:7]=2)[CH:34]=[C:35]([C:37]([F:38])([F:39])[F:40])[CH:36]=1 |f:2.3|. Procedure: The title compound was prepared in analogy to Example 1, from 4-(2,5-dichloro-phenoxy)-nicotinic acid (Example 1, intermediate) and 3,5-bis(trifluoromethyl)aniline (commercially available; CAS RN 328-74-5) and using a gradient of n-heptane:ethyl acetate (100:0 to 40:60) for the chromatographic purification. Light yellow foam (44%). MS (ESI): m/z=495.010 [M+H]+.